The task is: describe an organic reaction: reactants, conditions, products, and yield. This data is from the Open Reaction Database (ORD), a public repository of structured organic reaction records. The reactants are CC(CC(C)O)C(C)C (4,5-dimethyl-hexan-2-ol), C(\C=C\C)(=O)O (crotonic acid), 2-L. The reagents and catalysts are CC=1C=CC(=CC1)S(=O)(=O)O (PTSA). The solvent is C1(=CC=CC=C1)C (toluene). Run at temperature 125 celsius. Yields the product CC(CC(C(C)C)C)OC(C=CC)=O (but-2-enoic acid 1,3,4-trimethyl-pentyl ester). Isolated yield 53.5%. Reaction SMILES: [CH3:1][CH:2]([CH:7]([CH3:9])[CH3:8])[CH2:3][CH:4]([OH:6])[CH3:5].[C:10](O)(=[O:14])/[CH:11]=[CH:12]/[CH3:13]>CC1C=CC(S(O)(=O)=O)=CC=1.C1(C)C=CC=CC=1>[CH3:5][CH:4]([O:6][C:10](=[O:14])[CH:11]=[CH:12][CH3:13])[CH2:3][CH:2]([CH3:1])[CH:7]([CH3:9])[CH3:8]. Procedure details: The obtained 4,5-dimethyl-hexan-2-ol (296 g), crotonic acid (391 g,), PTSA (3 g), and toluene (300 mL) were charged into a 2-L reaction flask fitted with a mechanical stirrer, a thermocouple, a Dean-Stark trap, and a condenser. The reaction mixture was heated to reflux at about 120-130° C. Water was removed azeotropically. The reaction was aged at reflux for about 4-5 hours until no more water evolved. The reaction was cooled to room temperature and quenched with water (400 mL). The organic laye... Starting materials: O=C1CCC(=O)N1Br, ClC(Cl)(Cl)Cl, Cc1nn(C)c2ncnc(Cl)c12. RXN SMILES: [Br:13][N:14]1[C:15](=[O:16])[CH2:17][CH2:18][C:19]1=[O:20].[C:21]([Cl:22])([Cl:23])([Cl:24])[Cl:25].[Cl:1][c:2]1[c:3]2[c:4]([n:5][cH:6][n:7]1)[n:8]([CH3:12])[n:9][c:10]2[CH3:11]>>[Cl:1][c:2]1[c:3]2[c:4]([n:5][cH:6][n:7]1)[n:8]([CH3:12])[n:9][c:10]2[CH2:11][Br:13]. The product is Cn1nc(CBr)c2c(Cl)ncnc21. Starting materials: NC1=C(C=C(C=C1)C(F)(F)F)NC(=O)C=1N=C(SC1)NC1=C(C=CC=C1Cl)Cl (N-[2-Amino-5-(trifluoromethyl)phenyl]{2-[(2,6-dichlorophenyl)amino](1,3-thiazol-4-yl)}carboxamide), NC1=C(C=CC(=C1)C(F)(F)F)NC(=O)C=1N=C(SC1)NC1=C(C=CC=C1Cl)Cl (N-[2-amino-4-(trifluoromethyl)phenyl]{2-[(2,6-dichlorophenyl)amino](1,3-thiazol-4-yl)}carboxamide). Yields the product title compounds, ClC1=C(C(=CC=C1)Cl)NC=1SC=C(N1)C(=O)O (2-[(2,6-dichlorophenyl)amino]-1,3-thiazole-4-carboxylic acid). RXN SMILES: NC1C=CC(C(F)(F)F)=CC=1N[C:13]([C:15]1[N:16]=[C:17]([NH:20][C:21]2[C:26]([Cl:27])=[CH:25][CH:24]=[CH:23][C:22]=2[Cl:28])[S:18][CH:19]=1)=[O:14].NC1C=C(C(F)(F)F)C=CC=1NC(C1N=C(NC2C(Cl)=CC=CC=2Cl)SC=1)=[O:42]>>[Cl:28][C:22]1[CH:23]=[CH:24][CH:25]=[C:26]([Cl:27])[C:21]=1[NH:20][C:17]1[S:18][CH:19]=[C:15]([C:13]([OH:14])=[O:42])[N:16]=1. Reported procedure: N-[2-Amino-5-(trifluoromethyl)phenyl]{2-[(2,6-dichlorophenyl)amino](1,3-thiazol-4-yl)}carboxamide and N-[2-amino-4-(trifluoromethyl)phenyl]{2-[(2,6-dichlorophenyl)amino](1,3-thiazol-4-yl)}carboxamide. According to the procedure described in step (f) of Example 11, the title compounds were obtained from 2-[(2,6-dichlorophenyl)amino]-1,3-thiazole-4-carboxylic acid (339 mg, 1.18 mmol, prepared analogously to the procedures described in Example 3) and 4-(trifluoromethyl)-1,2-phenylenediamine (207 mg... Starting materials: N#Cc1ncccc1CBr, C[O-], CO, [Na+]. Product: COCc1cccnc1C#N. As a reaction SMILES: [Br:1][CH2:2][c:3]1[c:4]([C:9]#[N:10])[n:5][cH:6][cH:7][cH:8]1.[CH3:11][O-:12].[CH3:14][OH:15].[Na+:13]>>[CH2:2]([c:3]1[c:4]([C:9]#[N:10])[n:5][cH:6][cH:7][cH:8]1)[O:12][CH3:11].